From a dataset of the Open Reaction Database (ORD), a public repository of structured organic reaction records. describe an organic reaction: reactants, conditions, products, and yield Starting materials: F[B-](F)(F)F, CC(C)c1ccc2c(Nc3cc(C(=O)O)ccc3Sc3ccc(NC(=O)OC(C)(C)C)cc3)ncnc2n1, CS(C)=O, CCN(C(C)C)C(C)C, CCOC(=O)C(C)(N)c1ccccc1, O, CN(C)C(On1nnc2ccccc21)=[N+](C)C. Product: CCOC(=O)C(C)(NC(=O)c1ccc(Sc2ccc(NC(=O)OC(C)(C)C)cc2)c(Nc2ncnc3nc(C(C)C)ccc23)c1)c1ccccc1. RXN SMILES: [B-:39]([F:40])([F:41])([F:42])[F:43].[C:1]([CH3:2])([CH3:3])([CH3:4])[O:5][C:6](=[O:7])[NH:8][c:9]1[cH:10][cH:11][c:12]([S:15][c:16]2[c:17]([NH:25][c:26]3[c:27]4[c:28]([n:29][cH:30][n:31]3)[n:32][c:33]([CH:36]([CH3:37])[CH3:38])[cH:34][cH:35]4)[cH:18][c:19]([C:20](=[O:21])[OH:22])[cH:23][cH:24]2)[cH:13][cH:14]1.[CH3:84][S:85]([CH3:86])=[O:87].[CH:75]([N:76]([CH2:77][CH3:78])[CH:79]([CH3:80])[CH3:81])([CH3:82])[CH3:83].[NH2:61][C:62]([C:63](=[O:64])[O:65][CH2:66][CH3:67])([CH3:68])[c:69]1[cH:70][cH:71][cH:72][cH:73][cH:74]1.[OH2:88].[n:44]1([O:45][C:46]([N:47]([CH3:48])[CH3:49])=[N+:50]([CH3:51])[CH3:52])[c:53]2[cH:54][cH:55][cH:56][cH:57][c:58]2[n:59][n:60]1>>[C:1]([CH3:2])([CH3:3])([CH3:4])[O:5][C:6](=[O:7])[NH:8][c:9]1[cH:10][cH:11][c:12]([S:15][c:16]2[c:17]([NH:25][c:26]3[c:27]4[c:28]([n:29][cH:30][n:31]3)[n:32][c:33]([CH:36]([CH3:37])[CH3:38])[cH:34][cH:35]4)[cH:18][c:19]([C:20](=[O:21])[NH:61][C:62]([C:63](=[O:64])[O:65][CH2:66][CH3:67])([CH3:68])[c:69]3[cH:70][cH:71][cH:72][cH:73][cH:74]3)[cH:23][cH:24]2)[cH:13][cH:14]1. The reactants are CCOC(C)=O, O=C1CC(NC(=O)C2CCCC3CC=CCC(NC(=O)c4ccccc4)C(=O)N32)C(O)O1. The product is O=C1CC(NC(=O)C2CCCC3CCCCC(NC(=O)c4ccccc4)C(=O)N32)C(O)O1. RXN SMILES: [CH3:33][CH2:34][O:35][C:36]([CH3:37])=[O:38].[OH:1][CH:2]1[O:3][C:4](=[O:32])[CH2:5][CH:6]1[NH:7][C:8](=[O:9])[CH:10]1[CH2:11][CH2:12][CH2:13][CH:14]2[N:15]1[C:16](=[O:31])[CH:17]([NH:22][C:23]([c:24]1[cH:25][cH:26][cH:27][cH:28][cH:29]1)=[O:30])[CH2:18][CH:19]=[CH:20][CH2:21]2>>[OH:1][CH:2]1[O:3][C:4](=[O:32])[CH2:5][CH:6]1[NH:7][C:8](=[O:9])[CH:10]1[CH2:11][CH2:12][CH2:13][CH:14]2[N:15]1[C:16](=[O:31])[CH:17]([NH:22][C:23]([c:24]1[cH:25][cH:26][cH:27][cH:28][cH:29]1)=[O:30])[CH2:18][CH2:19][CH2:20][CH2:21]2. The reactants are [Li]CCCC, CS(=O)(=O)Cl, N#Cc1cc(F)c(N)cc1F, C1CCOC1. Yields the product CS(=O)(=O)Nc1cc(F)c(C#N)cc1F. As a reaction SMILES: [CH2:12]([Li:13])[CH2:14][CH2:15][CH3:16].[CH3:17][S:18]([Cl:19])(=[O:20])=[O:21].[NH2:1][c:2]1[cH:3][c:4]([F:11])[c:5]([C:6]#[N:7])[cH:8][c:9]1[F:10].[O:22]1[CH2:23][CH2:24][CH2:25][CH2:26]1>>[NH:1]([c:2]1[cH:3][c:4]([F:11])[c:5]([C:6]#[N:7])[cH:8][c:9]1[F:10])[S:18]([CH3:17])(=[O:20])=[O:21]. The reactants are BrB(Br)Br, ClCCl, COc1cccc2ccc(N3CCN(CCCCC4(C(=O)NCC(F)(F)F)c5ccccc5-c5ccccc54)CC3)nc12. Product: O=C(NCC(F)(F)F)C1(CCCCN2CCN(c3ccc4cccc(O)c4n3)CC2)c2ccccc2-c2ccccc21. As a reaction SMILES: [B:44]([Br:45])([Br:46])[Br:47].[Cl:48][CH2:49][Cl:50].[F:1][C:2]([CH2:3][NH:4][C:5](=[O:6])[C:7]1([CH2:20][CH2:21][CH2:22][CH2:23][N:24]2[CH2:25][CH2:26][N:27]([c:30]3[n:31][c:32]4[c:33]([O:40][CH3:41])[cH:34][cH:35][cH:36][c:37]4[cH:38][cH:39]3)[CH2:28][CH2:29]2)[c:8]2[cH:9][cH:10][cH:11][cH:12][c:13]2-[c:14]2[cH:15][cH:16][cH:17][cH:18][c:19]21)([F:42])[F:43]>>[F:1][C:2]([CH2:3][NH:4][C:5](=[O:6])[C:7]1([CH2:20][CH2:21][CH2:22][CH2:23][N:24]2[CH2:25][CH2:26][N:27]([c:30]3[n:31][c:32]4[c:33]([OH:40])[cH:34][cH:35][cH:36][c:37]4[cH:38][cH:39]3)[CH2:28][CH2:29]2)[c:8]2[cH:9][cH:10][cH:11][cH:12][c:13]2-[c:14]2[cH:15][cH:16][cH:17][cH:18][c:19]21)([F:42])[F:43]. The reactants are C1(C=CC=C2C=CC3=CC=4C=CC=CC4C3=C21)=O (benzo(c) flurenone). Reagents/catalysts: [C].[Pd] (palladium carbon), [Pd] (palladium). The solvent is O1CCCC1 (terahydrofuran). Yields the product C1C2=C(C3=CC=CC=C31)C4=CC=CC=C4C=C2 (3,4-benzofluorene). As a reaction SMILES: [C:1]1(=O)[C:17]2[C:5]([CH:6]=[CH:7][C:8]3[C:16]=2[C:15]2[CH:14]=[CH:13][CH:12]=[CH:11][C:10]=2[CH:9]=3)=[CH:4][CH:3]=[CH:2]1>O1CCCC1.[C].[Pd].[Pd]>[CH2:9]1[C:10]2[C:15](=[CH:14][CH:13]=[CH:12][CH:11]=2)[C:16]2[C:17]3[C:5]([CH:6]=[CH:7][C:8]1=2)=[CH:4][CH:3]=[CH:2][CH:1]=3 |f:2.3|. Reported procedure: 9.8 grams of the benzo(c) flurenone were dissolved in 200 ml of terahydrofuran and hydrogenated in the presence of 0.5 g of a palladium carbon catalyst containing 10 wt % palladium under atmospheric pressure and room temperature. The resulting product was dried over Na2SO4, the solvent removed and the residue extracted with pentane and filtered over silica gel. Colorless platelettes of 3,4-benzofluorene, also sometimes referred to as benzo(c) fluorene, were recovered. The reactants are C1(=CC=CC=C1)C(C(C)C(F)(F)F)Cl (1-phenyl-1-chloro-2-trifluoromethylpropane), [OH-].[K+] (potassium hydroxide). The solvent is C(C)O (ethanol). Product: C1(=CC=CC=C1)C=C(C)C(F)(F)F (1-phenyl-2-trifluoromethylpropene). The yield is 71.0%. RXN SMILES: [C:1]1([CH:7](Cl)[CH:8]([C:10]([F:13])([F:12])[F:11])[CH3:9])[CH:6]=[CH:5][CH:4]=[CH:3][CH:2]=1.[OH-].[K+]>C(O)C>[C:1]1([CH:7]=[C:8]([C:10]([F:11])([F:12])[F:13])[CH3:9])[CH:6]=[CH:5][CH:4]=[CH:3][CH:2]=1 |f:1.2|. Procedure details: To 7 ml of ethanol added was 0.6 mmol (0.126 g) of 1-phenyl-1-chloro-2-trifluoromethylpropane, and then 2 mmol (0.112 g) of potassium hydroxide was added thereto and allowed to react at 50° C. for 18 hours, whereby 1-phenyl-2-trifluoromethylpropene was obtained at a yield of 71%. The results of analyses of the product are shown below.